From a dataset of the Open Reaction Database (ORD), a public repository of structured organic reaction records. describe an organic reaction: reactants, conditions, products, and yield The reactants are FC=1C=2C=C3N(C2C=CC1)COC1=C3N=C(C=C1)C=1C(=CC3=C(C(=C(O3)C=3C=NC(=CC3)OC)C(=O)NC)C1)N(S(=O)(=O)C)C (5-(11-fluoro-6H-pyrido[2′,3′:5,6][1,3]oxazino[3,4-a]indol-2-yl)-2-(6-methoxypyridin-3-yl)-N-methyl-6-(N-methylmethylsulfonamido)benzofuran-3-carboxamide), Br.CC(=O)O (HBr HOAc). Run in CC(=O)O (HOAc). Conditions: temperature 80 celsius, time 2 hour. Product: FC=1C=2C=C3N(C2C=CC1)COC1=C3N=C(C=C1)C=1C(=CC3=C(C(=C(O3)C3=CNC(C=C3)=O)C(=O)NC)C1)N(S(=O)(=O)C)C (5-(11-fluoro-6H-pyrido[2′,3′:5,6][1,3]oxazino[3,4-a]indol-2-yl)-N-methyl-6-(N-methylmethylsulfonamido)-2-(6-oxo-1,6-dihydropyridin-3-yl)benzofuran-3-carboxamide). Yield: 5.1%. RXN SMILES: [F:1][C:2]1[C:3]2[CH:4]=[C:5]3[C:14]4[N:15]=[C:16]([C:19]5[C:20]([N:40]([CH3:45])[S:41]([CH3:44])(=[O:43])=[O:42])=[CH:21][C:22]6[O:26][C:25]([C:27]7[CH:28]=[N:29][C:30]([O:33]C)=[CH:31][CH:32]=7)=[C:24]([C:35]([NH:37][CH3:38])=[O:36])[C:23]=6[CH:39]=5)[CH:17]=[CH:18][C:13]=4[O:12][CH2:11][N:6]3[C:7]=2[CH:8]=[CH:9][CH:10]=1.Br.CC(O)=O>CC(O)=O>[F:1][C:2]1[C:3]2[CH:4]=[C:5]3[C:14]4[N:15]=[C:16]([C:19]5[C:20]([N:40]([CH3:45])[S:41]([CH3:44])(=[O:43])=[O:42])=[CH:21][C:22]6[O:26][C:25]([C:27]7[CH:32]=[CH:31][C:30](=[O:33])[NH:29][CH:28]=7)=[C:24]([C:35]([NH:37][CH3:38])=[O:36])[C:23]=6[CH:39]=5)[CH:17]=[CH:18][C:13]=4[O:12][CH2:11][N:6]3[C:7]=2[CH:8]=[CH:9][CH:10]=1 |f:1.2|. Procedure: To a solution of 5-(11-fluoro-6H-pyrido[2′,3′:5,6][1,3]oxazino[3,4-a]indol-2-yl)-2-(6-methoxypyridin-3-yl)-N-methyl-6-(N-methylmethylsulfonamido)benzofuran-3-carboxamide (40 mg, 0.64 mmol) in HOAc (4 mL) was added HBr—HOAc (4 ml) at 0° C. Then the mixture was stirred at 80° C. for 2 hours. After the solvent was removed by vacuum, the residue was washed with Na2CO3 (a.q.), extracted with DCM, dried over Na2SO4, filtrated and concentrated in vacuo. The residue was purified by prep-HPLC to give the... Starting materials: CC1(C=2C=CC(=CC2C(=CC1)C1=CC=C(C=C1)C(C)(C)C)C#CC1=CC=C(C(=O)OCC)C=C1)C (ethyl 4-[(5,6-dihydro-5,5-dimethyl-8-(4-(1,1-dimethylethyl)phenyl)-2-naphthalenyl)ethynyl]benzoate), CC1(C=2C=CC(=CC2C(=CC1)C1=CC=C(C=C1)C(C)(C)C)C#CC1=CC=C(C(=O)OCC)C=C1)C (ethyl 4-[(5,6-dihydro-5,5-dimethyl-8-(4-(1,1-dimethylethyl)phenyl)-2-naphthalenyl)ethynyl]benzoate), O[Li].O (LiOH—H2O). Run in C1CCOC1.O (THF water). Product: CC1(C=2C=CC(=CC2C(=CC1)C1=CC=C(C=C1)C(C)(C)C)C#CC1=CC=C(C(=O)O)C=C1)C (4-[(5,6-Dihydro-5,5-dimethyl-8-(4-(1,1-dimethylethyl)phenyl)-2-naphthalenyl)ethynyl]benzoic Acid). Reaction SMILES: [CH3:1][C:2]1([CH3:35])[CH2:11][CH:10]=[C:9]([C:12]2[CH:17]=[CH:16][C:15]([C:18]([CH3:21])([CH3:20])[CH3:19])=[CH:14][CH:13]=2)[C:8]2[CH:7]=[C:6]([C:22]#[C:23][C:24]3[CH:34]=[CH:33][C:27]([C:28]([O:30]CC)=[O:29])=[CH:26][CH:25]=3)[CH:5]=[CH:4][C:3]1=2.O[Li].O>C1COCC1.O>[CH3:1][C:2]1([CH3:35])[CH2:11][CH:10]=[C:9]([C:12]2[CH:17]=[CH:16][C:15]([C:18]([CH3:19])([CH3:20])[CH3:21])=[CH:14][CH:13]=2)[C:8]2[CH:7]=[C:6]([C:22]#[C:23][C:24]3[CH:34]=[CH:33][C:27]([C:28]([OH:30])=[O:29])=[CH:26][CH:25]=3)[CH:5]=[CH:4][C:3]1=2 |f:1.2,3.4|. Procedure: A solution of 80.0 mg (0.173 mmol) of ethyl 4-[(5,6-dihydro-5,5-dimethyl-8-(4-(1,1-dimethylethyl)phenyl)-2-naphthalenyl)ethynyl]benzoate (Compound 6) and 18.1 mg (0.432 mmol) of LiOH—H2O in 6 ml of THF/water (3:1, v/v), was stirred overnight at room temperature. The reaction mixture was extracted with hexanes, and the remaining aqueous layer acidified with 1M HCl, and then extracted with EtOAc. The combined organic layers were dried over Na2SO4 and concentrated in vacuo to give the title compoun... The reactants are [OH-].[K+] (Potassium hydroxide), CC(C)S(=O)(=O)C=1C=C2C(=C(C(=NC2=CC1OC)C1=CC(=CC=C1)C(F)(F)F)CN1CCC(CC1)N1CCOCC1)C(=O)OC (methyl 6-[(1-methylethyl)sulfonyl]-7-(methyloxy)-3-{[4-(4-morpholinyl)-1-piperidinyl]methyl}-2-[3-(trifluoromethyl)phenyl]-4-quinolinecarboxylate). The solvent is CO (methanol), O (water), O (water). Yields the product CC(C)S(=O)(=O)C=1C=C2C(=C(C(=NC2=CC1OC)C1=CC(=CC=C1)C(F)(F)F)CN1CCC(CC1)N1CCOCC1)C(=O)O (6-[(1-methylethyl)sulfonyl]-7-(methyloxy)-3-{[4-(4-morpholinyl)-1-piperidinyl]methyl}-2-[3-(trifluoromethyl)phenyl]-4-quinolinecarboxylic acid). Isolated yield 88.9%. As a reaction SMILES: [OH-].[K+].[CH3:3][CH:4]([S:6]([C:9]1[CH:10]=[C:11]2[C:16](=[CH:17][C:18]=1[O:19][CH3:20])[N:15]=[C:14]([C:21]1[CH:26]=[CH:25][CH:24]=[C:23]([C:27]([F:30])([F:29])[F:28])[CH:22]=1)[C:13]([CH2:31][N:32]1[CH2:37][CH2:36][CH:35]([N:38]3[CH2:43][CH2:42][O:41][CH2:40][CH2:39]3)[CH2:34][CH2:33]1)=[C:12]2[C:44]([O:46]C)=[O:45])(=[O:8])=[O:7])[CH3:5]>CO.O>[CH3:5][CH:4]([S:6]([C:9]1[CH:10]=[C:11]2[C:16](=[CH:17][C:18]=1[O:19][CH3:20])[N:15]=[C:14]([C:21]1[CH:26]=[CH:25][CH:24]=[C:23]([C:27]([F:30])([F:29])[F:28])[CH:22]=1)[C:13]([CH2:31][N:32]1[CH2:37][CH2:36][CH:35]([N:38]3[CH2:43][CH2:42][O:41][CH2:40][CH2:39]3)[CH2:34][CH2:33]1)=[C:12]2[C:44]([OH:46])=[O:45])(=[O:8])=[O:7])[CH3:3] |f:0.1|. Procedure details: Potassium hydroxide (0.665 g, 11.85 mmol) was added to a solution of methyl 6-[(1-methylethyl)sulfonyl]-7-(methyloxy)-3-{[4-(4-morpholinyl)-1-piperidinyl]methyl}-2-[3-(trifluoromethyl)phenyl]-4-quinolinecarboxylate (0.77 g, 1.185 mmol) in methanol (60 mL) and water (20 mL). The reaction mixture was heated to reflux overnight, cooled to room temperature, and diluted with water. The methanol was removed under reduced pressure, and the residue was acidified to about pH 6 with 2N HCl and extracted w... The reactants are C(C)(=O)O[BH-](OC(C)=O)OC(C)=O.[Na+] (Sodium triacetoxyborohydride), NCCCN1C(=NC=2C(=NC=3C=CC=CC3C21)N)CCCC (1-(3-Aminopropyl)-2-butyl-1H-imidazo[4,5-c]quinolin-4-amine), CN1CCC(CC1)=O (1-methylpiperidin-4-one). Reaction conditions: temperature 50 celsius, time 3 hour. The product is C(CCC)C=1N(C2=C(C(=NC=3C=CC=CC23)N)N1)CCCNC1CCN(CC1)C (2-Butyl-1-(3-(1-methylpiperidin-4-ylamino)propyl)-1H-imidazo[4,5-c]quinolin-4-amine). Run in CN1CCCC1=O (NMP). Reported procedure: Sodium triacetoxyborohydride (1.07 g) was added to a stirred mixture of the product from example 1 step (vii) (502 mg) and 1-methylpiperidin-4-one (0.21 mL) in NMP (2 mL) at rt. The resulting solution was stirred at 50° C. for 3 h, then purified by SCX, yield 335 mg. RXN SMILES: C(O[BH-](OC(=O)C)OC(=O)C)(=O)C.[Na+].[NH2:15][CH2:16][CH2:17][CH2:18][N:19]1[C:31]2[C:30]3[CH:29]=[CH:28][CH:27]=[CH:26][C:25]=3[N:24]=[C:23]([NH2:32])[C:22]=2[N:21]=[C:20]1[CH2:33][CH2:34][CH2:35][CH3:36].[CH3:37][N:38]1[CH2:43][CH2:42][C:41](=O)[CH2:40][CH2:39]1>CN1C(=O)CCC1>[CH2:33]([C:20]1[N:19]([CH2:18][CH2:17][CH2:16][NH:15][CH:41]2[CH2:42][CH2:43][N:38]([CH3:37])[CH2:39][CH2:40]2)[C:31]2[C:30]3[CH:29]=[CH:28][CH:27]=[CH:26][C:25]=3[N:24]=[C:23]([NH2:32])[C:22]=2[N:21]=1)[CH2:34][CH2:35][CH3:36] |f:0.1|.